Dataset: the Open Reaction Database (ORD), a public repository of structured organic reaction records. Task: describe an organic reaction: reactants, conditions, products, and yield Starting materials: COC(=O)C1=C(C=CC=C1)C1=CC=C(C=C1)CN1C(=NC(=C1CO[Si](C)(C)C(C)(C)C)Cl)CCCC (4'-[[2-butyl-4-chloro-5-(t-butyldimethylsilyloxymethyl)-1H-imidazol-1-yl]methyl][1,1'-biphenyl-2-yl]carboxylic acid methyl ester), NN (hydrazine). The product is C(CCC)C=1N(C(=C(N1)Cl)CO[Si](C)(C)C(C)(C)C)CC1=CC=C(C=C1)C1=C(C=CC=C1)C(=O)NN (4'-[[2-butyl-4-chloro-5-(t-butyldimethylsilyloxymethyl)-1H imidazol-1-yl]methyl][1,1'-biphenyl-2-yl]carboxylic acid hydrazide). Yield: 60.0%. As a reaction SMILES: C[O:2][C:3]([C:5]1[CH:10]=[CH:9][CH:8]=[CH:7][C:6]=1[C:11]1[CH:16]=[CH:15][C:14]([CH2:17][N:18]2[C:22]([CH2:23][O:24][Si:25]([C:28]([CH3:31])([CH3:30])[CH3:29])([CH3:27])[CH3:26])=[C:21]([Cl:32])[N:20]=[C:19]2[CH2:33][CH2:34][CH2:35][CH3:36])=[CH:13][CH:12]=1)=O.[NH2:37][NH2:38]>>[CH2:33]([C:19]1[N:18]([CH2:17][C:14]2[CH:13]=[CH:12][C:11]([C:6]3[CH:7]=[CH:8][CH:9]=[CH:10][C:5]=3[C:3]([NH:37][NH2:38])=[O:2])=[CH:16][CH:15]=2)[C:22]([CH2:23][O:24][Si:25]([C:28]([CH3:29])([CH3:30])[CH3:31])([CH3:26])[CH3:27])=[C:21]([Cl:32])[N:20]=1)[CH2:34][CH2:35][CH3:36]. Reported procedure: According to the procedure of Example 2, 4'-[[2-butyl-4-chloro-5-(t-butyldimethylsilyloxymethyl)-1H-imidazol-1-yl]methyl][1,1'-biphenyl-2-yl]carboxylic acid methyl ester was treated with hydrazine to give 4'-[[2-butyl-4-chloro-5-(t-butyldimethylsilyloxymethyl)-1H imidazol-1-yl]methyl][1,1'-biphenyl-2-yl]carboxylic acid hydrazide (60%). The reactants are BrC=1C=C2C=CNC2=CC1 (5-Bromoindole), [H-].[Na+] (sodium hydride), C(C)(C)[Si](C(C)C)(C(C)C)OS(=O)(=O)C(F)(F)F (Triisopropylsilyltrifluoromethane sulphonate), resultant solution. Solvent: O1CCCC1 (tetrahydrofuran), O1CCCC1 (tetrahydrofuran). Conditions: time 1 hour. Yields the product BrC=1C=C2C=CN(C2=CC1)[Si](C(C)C)(C(C)C)C(C)C (5-bromo-1-triisopropylsilyl-1H-indole). Yield: 78.8%. RXN SMILES: [Br:1][C:2]1[CH:3]=[C:4]2[C:8](=[CH:9][CH:10]=1)[NH:7][CH:6]=[CH:5]2.[H-].[Na+].[CH:13]([Si:16](OS(C(F)(F)F)(=O)=O)([CH:20]([CH3:22])[CH3:21])[CH:17]([CH3:19])[CH3:18])([CH3:15])[CH3:14]>O1CCCC1>[Br:1][C:2]1[CH:3]=[C:4]2[C:8](=[CH:9][CH:10]=1)[N:7]([Si:16]([CH:20]([CH3:22])[CH3:21])([CH:17]([CH3:19])[CH3:18])[CH:13]([CH3:15])[CH3:14])[CH:6]=[CH:5]2 |f:1.2|. Reported procedure: 5-Bromoindole (14.04 g, 72 mmol) in tetrahydrofuran (50 ml) was added dropwise to a suspension of sodium hydride (60% dispersion in oil; 3.04 g, 76 mmol) in tetrahydrofuran (100 ml) and the resultant solution stirred for one hour at room temperature. Triisopropylsilyltrifluoromethane sulphonate (23.3 g, 76 mmol) was added slowly and the solution stirred for a further one hour. The reaction mixture was washed with sodium hydrogen carbonate solution, dried (MgSO4), and concentrated. The crude mixt... Starting materials: FC1=C2CCNC2=CC=C1 (4-fluoro-2,3-dihydro-1H-indole), Cl.CN(CCCN=C=NCC)C (N-[3-(dimethylamino)propyl]-N′-ethylcarbodiimide hydrochloride), COC1=NC(=NC(=C1)N1CCOCC1)CC(=O)[O-].[Na+] (sodium (4-methoxy-6-morpholin-4-ylpyrimidin-2-yl)acetate). Run in CN(C)C=O (DMF), N1=CC=CC=C1 (pyridine). Conditions: time 3 hour. Product: FC1=C2CCN(C2=CC=C1)C(CC1=NC(=CC(=N1)OC)N1CCOCC1)=O (1-(4-Fluoro-2,3-dihydroindol-1-yl)-2-(4-methoxy-6-morpholin-4-ylpyrimidin-2-yl)ethanone). RXN SMILES: [F:1][C:2]1[CH:10]=[CH:9][CH:8]=[C:7]2[C:3]=1[CH2:4][CH2:5][NH:6]2.Cl.CN(C)CCCN=C=NCC.[CH3:23][O:24][C:25]1[CH:30]=[C:29]([N:31]2[CH2:36][CH2:35][O:34][CH2:33][CH2:32]2)[N:28]=[C:27]([CH2:37][C:38]([O-])=[O:39])[N:26]=1.[Na+]>CN(C=O)C.N1C=CC=CC=1>[F:1][C:2]1[CH:10]=[CH:9][CH:8]=[C:7]2[C:3]=1[CH2:4][CH2:5][N:6]2[C:38](=[O:39])[CH2:37][C:27]1[N:26]=[C:25]([O:24][CH3:23])[CH:30]=[C:29]([N:31]2[CH2:36][CH2:35][O:34][CH2:33][CH2:32]2)[N:28]=1 |f:1.2,3.4|. Procedure: 1.2 g of 4-fluoro-2,3-dihydro-1H-indole and 1.9 g of N-[3-(dimethylamino)propyl]-N′-ethylcarbodiimide hydrochloride are added to a solution of 1.7 g of sodium (4-methoxy-6-morpholin-4-ylpyrimidin-2-yl)acetate in 15 ml of DMF and 5 ml of pyridine. The reaction medium is stirred at ambient temperature for 3 hours. The reaction mixture is concentrated under reduced pressure and then diluted in 80 ml of water and 15 ml of ethyl acetate. The precipitate formed is washed with 15 ml of ethyl ether and ... Reactants: C[Si](OC(=C(OCC)OCC)OCC)(C)C (trimethyl((1,2,2-triethoxyvinyl)oxy)silane), [OH-].[Na+] (NaOH), C(/CCC)=N\[C@@H](C)C1=CC=CC=C1 ((S,E)-N-butylidene-1-phenylethanamine), O (Water). Solvent: CC1OCCC1 (2-methyltetrahydrofuran), CC1OCCC1 (2-methyltetrahydrofuran). Reaction conditions: temperature 0 celsius, time 3 hour. Yields the product C(C)OC(C(=O)OCC)([C@H](CCC)N[C@@H](C)C1=CC=CC=C1)OCC ((S)-ethyl 2,2-diethoxy-3-(((S)-1-phenylethyl)amino)hexanoate). The yield is 106.7%. Reaction SMILES: [CH:1](=[N:5]/[C@H:6]([C:8]1[CH:13]=[CH:12][CH:11]=[CH:10][CH:9]=1)[CH3:7])\[CH2:2][CH2:3][CH3:4].C[Si](C)(C)[O:16][C:17]([O:25][CH2:26][CH3:27])=[C:18]([O:22][CH2:23][CH3:24])[O:19][CH2:20][CH3:21].O.[OH-].[Na+]>CC1CCCO1>[CH2:23]([O:22][C:18]([O:19][CH2:20][CH3:21])([C@@H:1]([NH:5][C@H:6]([C:8]1[CH:9]=[CH:10][CH:11]=[CH:12][CH:13]=1)[CH3:7])[CH2:2][CH2:3][CH3:4])[C:17]([O:25][CH2:26][CH3:27])=[O:16])[CH3:24] |f:3.4|. Reported procedure: With HBF4OEt2: (S,E)-N-butylidene-1-phenylethanamine (Example 1, 10.0 g, 57.0 mmol) was dissolved in 250 mL 2-methyltetrahydrofuran and cooled to 0° C. HBF4OEt2 (9.24 g, 57.0 mmol) was added to the mixture followed by a solution of trimethyl((1,2,2-triethoxyvinyl)oxy)silane (Example 10, 11.34 g, 45.6 mmol) in 80 mL 2-methyltetrahydrofuran, and the mixture was stirred at 0° C. for three hours and fifteen minutes. Water (400 mL) was added to quench the reaction, the mixture was neutralized (pH=7.6... Starting materials: CCC(C)C(NC(=O)OC(C)(C)C)C(=O)NC(CC(C)C)C1(c2ccc(Cl)cc2)CCC1, O=C(O)C(F)(F)F. Product: CCC(C)C(N)C(=O)NC(CC(C)C)C1(c2ccc(Cl)cc2)CCC1. RXN SMILES: [C:1]([O:2][C:3]([CH3:4])([CH3:5])[CH3:6])(=[O:7])[NH:8][CH:9]([C:10](=[O:11])[NH:12][CH:13]([CH2:14][CH:15]([CH3:16])[CH3:17])[C:18]1([c:22]2[cH:23][cH:24][c:25]([Cl:28])[cH:26][cH:27]2)[CH2:19][CH2:20][CH2:21]1)[CH:29]([CH2:30][CH3:31])[CH3:32].[F:33][C:34]([F:35])([F:36])[C:37]([OH:38])=[O:39]>>[NH2:8][CH:9]([C:10](=[O:11])[NH:12][CH:13]([CH2:14][CH:15]([CH3:16])[CH3:17])[C:18]1([c:22]2[cH:23][cH:24][c:25]([Cl:28])[cH:26][cH:27]2)[CH2:19][CH2:20][CH2:21]1)[CH:29]([CH2:30][CH3:31])[CH3:32].